From a dataset of the Open Reaction Database (ORD), a public repository of structured organic reaction records. describe an organic reaction: reactants, conditions, products, and yield Starting materials: BrC=1C(=NC(=CC1)C1=NN(C=N1)C1OCCCC1)C (3-Bromo-2-methyl-6-(1-(tetrahydro-2H-pyran-2-yl)-1H-1,2,4-triazol-3-yl)pyridine), B1(OC(C(O1)(C)C)(C)C)B2OC(C(O2)(C)C)(C)C (bis(pinacolato)diboron), C(C)(=O)[O-].[K+] (potassium acetate), C([O-])([O-])=O.[K+].[K+] (potassium carbonate), ClCCl (dichloromethane), BrC1=CN=C2C(=N1)N(C(CN2)=O)CC (7-bromo-1-ethyl-3,4-dihydropyrazino[2,3-b]pyrazin-2(1H)-one), ClCCl (dichloromethane). Reagents/catalysts: C1=CC=C(C=C1)P([C-]2C=CC=C2)C3=CC=CC=C3.C1=CC=C(C=C1)P([C-]2C=CC=C2)C3=CC=CC=C3.Cl[Pd]Cl.[Fe+2] ([1,1′-bis(diphenylphosphino)-ferrocene]dichloropalladium(II)), C1=CC=C(C=C1)P([C-]2C=CC=C2)C3=CC=CC=C3.C1=CC=C(C=C1)P([C-]2C=CC=C2)C3=CC=CC=C3.Cl[Pd]Cl.[Fe+2] ([1,1′-bis(diphenylphosphino)-ferrocene]dichloropalladium(II)). The solvent is O1CCOCC1 (dioxane), O (water). Run at temperature 90 celsius. The product is C(C)N1C(CNC=2C1=NC(=CN2)C=2C(=NC(=CC2)C2=NN=CN2)C)=O (1-Ethyl-7-(2-methyl-6-(4H-1,2,4-triazol-3-yl)pyridin-3-yl)-3,4-dihydropyrazino[2,3-b]pyrazin-2(1H)-one). The yield is 57.0%. Reaction SMILES: Br[C:2]1[C:3]([CH3:19])=[N:4][C:5]([C:8]2[N:12]=[CH:11][N:10](C3CCCCO3)[N:9]=2)=[CH:6][CH:7]=1.B1(B2OC(C)(C)C(C)(C)O2)OC(C)(C)C(C)(C)O1.C([O-])(=O)C.[K+].C(=O)([O-])[O-].[K+].[K+].ClCCl.Br[C:53]1[N:58]=[C:57]2[N:59]([CH2:64][CH3:65])[C:60](=[O:63])[CH2:61][NH:62][C:56]2=[N:55][CH:54]=1>O1CCOCC1.C1C=CC(P(C2C=CC=CC=2)[C-]2C=CC=C2)=CC=1.C1C=CC(P(C2C=CC=CC=2)[C-]2C=CC=C2)=CC=1.Cl[Pd]Cl.[Fe+2].O>[CH2:64]([N:59]1[C:57]2=[N:58][C:53]([C:2]3[C:3]([CH3:19])=[N:4][C:5]([C:8]4[NH:12][CH:11]=[N:10][N:9]=4)=[CH:6][CH:7]=3)=[CH:54][N:55]=[C:56]2[NH:62][CH2:61][C:60]1=[O:63])[CH3:65] |f:2.3,4.5.6,10.11.12.13|. Reported procedure: A mixture of 3-Bromo-2-methyl-6-(1-(tetrahydro-2H-pyran-2-yl)-1H-1,2,4-triazol-3-yl)pyridine (1 equiv), bis(pinacolato)diboron (1.05 equiv), potassium acetate (2 equiv), potassium carbonate (3 equiv), [1,1′-bis(diphenylphosphino)-ferrocene]dichloropalladium(II), complex with dichloromethane (1:1) (0.1 equiv) in anhydrous dioxane was degassed and heated at 90° C. for 2 h. The mixture was cooled to <40° C. and 7-bromo-1-ethyl-3,4-dihydropyrazino[2,3-b]pyrazin-2(1H)-one (1 equiv), water and [1,1′-b... Starting materials: [BH3-]C#N, Cc1cc(N)ccc1[N+](=O)[O-], CC(=O)O, Cc1ccccc1C, CCOC(C)=O, O=Cc1ccc(C(F)(F)F)cc1, [Na+]. Yields the product Cc1cc(NCc2ccc(C(F)(F)F)cc2)ccc1[N+](=O)[O-]. RXN SMILES: [C:24]([BH3-:25])#[N:26].[CH3:13][c:14]1[cH:15][c:16]([NH2:17])[cH:18][cH:19][c:20]1[N+:21](=[O:22])[O-:23].[CH3:28][C:29](=[O:30])[OH:31].[CH3:32][c:33]1[c:34]([CH3:35])[cH:36][cH:37][cH:38][cH:39]1.[CH3:40][CH2:41][O:42][C:43](=[O:44])[CH3:45].[F:1][C:2]([c:3]1[cH:4][cH:5][c:6]([CH:7]=[O:8])[cH:9][cH:10]1)([F:11])[F:12].[Na+:27]>>[F:1][C:2]([c:3]1[cH:4][cH:5][c:6]([CH2:7][NH:17][c:16]2[cH:15][c:14]([CH3:13])[c:20]([N+:21](=[O:22])[O-:23])[cH:19][cH:18]2)[cH:9][cH:10]1)([F:11])[F:12].